This data is from the Open Reaction Database (ORD), a public repository of structured organic reaction records. The task is: describe an organic reaction: reactants, conditions, products, and yield Starting materials: N1CCC(CC1)=O (4-piperidone), ClCCCOCCCC (1-chloro-3-butoxypropane). The product is C(CCC)OCCCN1CCC(CC1)=O (1-(3-Butoxypropyl)-4-piperidone). As a reaction SMILES: [NH:1]1[CH2:6][CH2:5][C:4](=[O:7])[CH2:3][CH2:2]1.Cl[CH2:9][CH2:10][CH2:11][O:12][CH2:13][CH2:14][CH2:15][CH3:16]>>[CH2:13]([O:12][CH2:11][CH2:10][CH2:9][N:1]1[CH2:6][CH2:5][C:4](=[O:7])[CH2:3][CH2:2]1)[CH2:14][CH2:15][CH3:16]. Procedure details: 1-(3-Butoxypropyl)-4-piperidone is prepared from 4-piperidone and 1-chloro-3-butoxypropane essentially as described above in Example 38, Scheme C, step a. Starting materials: Cl, N#Cc1cccc(-c2csc(N)n2)c1, Cc1ccc(S(=O)(=O)Cl)cc1, c1ccncc1. Product: Cc1ccc(S(=O)(=O)Nc2nc(-c3cccc(C#N)c3)cs2)cc1. Reaction SMILES: [ClH:26].[NH2:1][c:2]1[s:3][cH:4][c:5](-[c:7]2[cH:8][c:9]([C:10]#[N:11])[cH:12][cH:13][cH:14]2)[n:6]1.[c:15]1([CH3:25])[cH:16][cH:17][c:18]([S:21](=[O:22])(=[O:23])[Cl:24])[cH:19][cH:20]1.[cH:27]1[cH:28][cH:29][n:30][cH:31][cH:32]1>>[NH:1]([c:2]1[s:3][cH:4][c:5](-[c:7]2[cH:8][c:9]([C:10]#[N:11])[cH:12][cH:13][cH:14]2)[n:6]1)[S:21]([c:18]1[cH:17][cH:16][c:15]([CH3:25])[cH:20][cH:19]1)(=[O:22])=[O:23].